Dataset: the Open Reaction Database (ORD), a public repository of structured organic reaction records. Task: describe an organic reaction: reactants, conditions, products, and yield Starting materials: C1=CC=C(C=2SC3=C(C21)C=CC=C3)C3=NC(=CC=C3)C3=CC(=CC=C3)OC (2-(dibenzo[b,d]thiophen-4-yl)-6-(3-methoxyphenyl)pyridine), B(Br)(Br)Br (BBr3). The solvent is ClCCl (dichloromethane). Conditions: temperature 0 celsius, time 8 hour. Yields the product C1=CC=C(C=2SC3=C(C21)C=CC=C3)C3=CC=CC(=N3)C=3C=C(C=CC3)O (3-(6-(dibenzo[b,d]thiophen-4-yl)pyridin-2-yl)phenol). Isolated yield 11.0%. As a reaction SMILES: [CH:1]1[C:9]2[C:8]3[CH:10]=[CH:11][CH:12]=[CH:13][C:7]=3[S:6][C:5]=2[C:4]([C:14]2[CH:19]=[CH:18][CH:17]=[C:16]([C:20]3[CH:25]=[CH:24][CH:23]=[C:22]([O:26]C)[CH:21]=3)[N:15]=2)=[CH:3][CH:2]=1.B(Br)(Br)Br>ClCCl>[CH:1]1[C:9]2[C:8]3[CH:10]=[CH:11][CH:12]=[CH:13][C:7]=3[S:6][C:5]=2[C:4]([C:14]2[N:15]=[C:16]([C:20]3[CH:21]=[C:22]([OH:26])[CH:23]=[CH:24][CH:25]=3)[CH:17]=[CH:18][CH:19]=2)=[CH:3][CH:2]=1. Reported procedure: 2-(dibenzo[b,d]thiophen-4-yl)-6-(3-methoxyphenyl)pyridine (3.8 g, 103 mmol) was dissolved in 120 mL dichloromethane. The solution was cooled to 0° C. under nitrogen. BBr3 (22.8 mL, 1M in hexane) was slowly added in at 0° C. and then was slowly brought up to room temperature. The mixture was stirred at room temperature overnight. A brown solid was observed to form. The reaction was quenched by adding 100 mL water slowly. The dichloromethane was removed by rotovap. Then the mixture was refluxed fo... Reactants: O[C@@H]1[C@@H]2[C@]3(C=CC(C=C3CC[C@H]2[C@@H]2CCC([C@@]2(C)C1)(SC)SC)=O)C (11β-hydroxy-17,17-bis-(methylthio)androsta-1,4-diene-3-one). Solvent: C(C)C1=C(C=CC=C1)CC (diethylbenzene). Reaction conditions: temperature 200 celsius. The product is O[C@@H]1[C@@H]2[C@]3(C=CC(C=C3CC[C@H]2[C@@H]2CC=C([C@@]2(C)C1)SC)=O)C (11β-Hydroxy-17-(methylthio)androsta-1,4,16-triene-3-one). Yield: 92.5%. As a reaction SMILES: [OH:1][C@H:2]1[CH2:19][C@@:17]2([CH3:18])[C@@H:13]([CH2:14][CH2:15][C:16]2(SC)[S:20][CH3:21])[C@H:12]2[C@H:3]1[C@:4]1([CH3:25])[C:9]([CH2:10][CH2:11]2)=[CH:8][C:7](=[O:24])[CH:6]=[CH:5]1>C(C1C=CC=CC=1CC)C>[OH:1][C@H:2]1[CH2:19][C@@:17]2([CH3:18])[C@@H:13]([CH2:14][CH:15]=[C:16]2[S:20][CH3:21])[C@H:12]2[C@H:3]1[C@:4]1([CH3:25])[C:9]([CH2:10][CH2:11]2)=[CH:8][C:7](=[O:24])[CH:6]=[CH:5]1. Procedure: A suspension of 11β-hydroxy-17,17-bis-(methylthio)androsta-1,4-diene-3-one (2.6 g) in dry diethylbenzene (120 ml) is refluxed for 1.0 hour in a bath at about 200° C. The resulting solution is then cooled to room temperature and subsequently in an ice bath to afford the title compound as needles (2.1 g), after filtration and washing with hexane. The filtrate is subsequently chromatographed on a column of silica gel (30 g) to afford another 100 mg of product. The total yield is thus 2.2 g of produ... As a reaction SMILES: [NH:1]1[C:5]2[CH:6]=[CH:7][C:8]([N:10]3[CH:14]([C:15]4[CH:20]=[CH:19][C:18]([N:21]5[CH2:26][CH2:25][O:24][CH2:23][CH2:22]5)=[CH:17][CH:16]=4)[C:13](O)=[CH:12][C:11]3=[O:28])=[CH:9][C:4]=2[N:3]=[CH:2]1.[CH3:29][NH2:30]>C1COCC1.C1(C)C=CC=CC=1.CN(C=O)C>[NH:1]1[C:5]2[CH:6]=[CH:7][C:8]([N:10]3[CH:14]([C:15]4[CH:16]=[CH:17][C:18]([N:21]5[CH2:22][CH2:23][O:24][CH2:25][CH2:26]5)=[CH:19][CH:20]=4)[C:13]([NH:30][CH3:29])=[CH:12][C:11]3=[O:28])=[CH:9][C:4]=2[N:3]=[CH:2]1 |f:3.4|. Solvent: C1(=CC=CC=C1)C.CN(C)C=O (toluene DMF), C1CCOC1 (THF). The reactants are N1C=NC2=C1C=CC(=C2)N2C(C=C(C2C2=CC=C(C=C2)N2CCOCC2)O)=O (1-(1H-benzo[d]imidazol-5-yl)-4-hydroxy-5-(4-morpholinophenyl)-1H-pyrrol-2(5H)-one), CN (methylamine). Reported procedure: The compound was synthesized starting from 1-(1H-benzo[d]imidazol-5-yl)-4-hydroxy-5-(4-morpholinophenyl)-1H-pyrrol-2(5H)-one (0.50 g, 1.32 mmol) and saturated methylamine solution in THF (1 ml) in toluene/DMF (2:1; 5 ml) according to method 8b described above. Product: N1C=NC2=C1C=CC(=C2)N2C(C=C(C2C2=CC=C(C=C2)N2CCOCC2)NC)=O (1-(1H-Benzo[d]imidazol-5-yl)-4-(methylamino)-5-(4-morpholinophenyl)-1H-pyrrol-2(5H)-one). The reactants are CN(C)C=O (DMF), BrC1=NC(=CC=C1)Br (2,6-dibromopyridine), solution, [Li]CCCC (n-BuLi). Run in C1CCOC1 (THF), hexanes. Run at time 45 minute. The product is BrC1=NC(=CC=C1)C=O (2-bromo-6-formylpyridine). The yield is 28.7%. RXN SMILES: Br[C:2]1[CH:7]=[CH:6][CH:5]=[C:4]([Br:8])[N:3]=1.[Li]CCCC.CN([CH:17]=[O:18])C>C1COCC1>[Br:8][C:4]1[CH:5]=[CH:6][CH:7]=[C:2]([CH:17]=[O:18])[N:3]=1. Reported procedure: To a solution of 5.0 g (21.2 mmol) of 2,6-dibromopyridine in THF at −78° C. was added 9.2 mL (21 mmol) of 2.3 M solution of n-BuLi in hexanes, followed by 2.3 mL (30 mmol) of DMF. The mixture was stirred for 45 min in the cold, quenched with saturated NaHCO3, extracted with ethyl acetate and the product purified by column chromatography (3% ethyl acetate in hexanes) to furnish 1.13 g of 2-bromo-6-formylpyridine.